This data is from the Open Reaction Database (ORD), a public repository of structured organic reaction records. The task is: describe an organic reaction: reactants, conditions, products, and yield Starting materials: CC(=O)O, C=CCC(CF)NC(=O)OC(C)(C)C, [K+], O=[Mn](=O)(=O)[O-], O. Yields the product CC(C)(C)OC(=O)NC(CF)CC(=O)O. RXN SMILES: [CH3:21][C:22]([OH:23])=[O:24].[F:1][CH2:2][CH:3]([CH2:4][CH:5]=[CH2:6])[NH:7][C:8](=[O:9])[O:10][C:11]([CH3:12])([CH3:13])[CH3:14].[K+:20].[Mn:15]([O-:16])(=[O:17])(=[O:18])=[O:19].[OH2:25]>>[F:1][CH2:2][CH:3]([NH:7][C:8](=[O:9])[O:10][C:11]([CH3:12])([CH3:13])[CH3:14])[CH2:21][C:22]([OH:23])=[O:24]. Reactants: [N+](=O)([O-])C1=CC=C(CC(C(=O)O)(C(=O)O)CC2=CC=C(C=C2)[N+](=O)[O-])C=C1 (2,2-bis(4-nitrobenzyl)malonic acid), O (water). Run in O1CCCC1 (tetrahydrofuran), O1CCCC1 (tetrahydrofuran). Run at time 19 hour. Product: [N+](=O)([O-])C1=CC=C(CC(CO)(CO)CC2=CC=C(C=C2)[N+](=O)[O-])C=C1 (2,2-bis(4-nitrobenzyl)-1,3-propandiol). RXN SMILES: [N+:1]([C:4]1[CH:27]=[CH:26][C:7]([CH2:8][C:9]([CH2:16][C:17]2[CH:22]=[CH:21][C:20]([N+:23]([O-:25])=[O:24])=[CH:19][CH:18]=2)([C:13](O)=[O:14])[C:10](O)=[O:11])=[CH:6][CH:5]=1)([O-:3])=[O:2].O>O1CCCC1>[N+:1]([C:4]1[CH:5]=[CH:6][C:7]([CH2:8][C:9]([CH2:16][C:17]2[CH:22]=[CH:21][C:20]([N+:23]([O-:25])=[O:24])=[CH:19][CH:18]=2)([CH2:10][OH:11])[CH2:13][OH:14])=[CH:26][CH:27]=1)([O-:3])=[O:2]. Procedure details: 4.00 g (10.69 mmol) 2,2-bis(4-nitrobenzyl)malonic acid is dissolved in 40 ml tetrahydrofuran and added dropwise in a the course of 2 hours to 64.1 ml (64.1 mmol) of a borane-tetrahydrofuran complex 1.0 M solution in tetrahydrofuran. After 19 hours at 25° C., 50 ml water is carefully added. The reaction mixture is then partitioned between ethyl acetate and water; the organic phase is washed repeatedly with water, dried over sodium sulfate, filtered and concentrated by rotary evaporation. The resi... Starting materials: C(=O)(O)C[C@H](C(=O)OCC1=CC=CC=C1)CC(C)C (benzyl (2R)-2-(carboxymethyl)-4-methylvalerate), C(C(=O)Cl)(=O)Cl (oxalyl chloride). The solvent is ClCCl (dichloromethane). Reaction conditions: time 1 hour. The product is ClC(=O)C[C@H](C(=O)OCC1=CC=CC=C1)CC(C)C (benzyl (2R)-2-(chloro-carbonylmethyl)-4-methylvalerate). RXN SMILES: [C:1]([CH2:4][C@@H:5]([CH2:16][CH:17]([CH3:19])[CH3:18])[C:6]([O:8][CH2:9][C:10]1[CH:15]=[CH:14][CH:13]=[CH:12][CH:11]=1)=[O:7])(O)=[O:2].C(Cl)(=O)C([Cl:23])=O>ClCCl>[Cl:23][C:1]([CH2:4][C@@H:5]([CH2:16][CH:17]([CH3:19])[CH3:18])[C:6]([O:8][CH2:9][C:10]1[CH:15]=[CH:14][CH:13]=[CH:12][CH:11]=1)=[O:7])=[O:2]. Procedure details: To a solution of benzyl (2R)-2-(carboxymethyl)-4-methylvalerate (500 mg) in dry dichloromethane (10 ml) was added oxalyl chloride (0.2 ml) at 0° C. After the solution was stirred at the same temperature for 1 hour, the solvent was evaporated in vacuo to give benzyl (2R)-2-(chloro-carbonylmethyl)-4-methylvalerate (522 mg) as an oil. Starting materials: COC=1C=C2C=CC(=CC2=CC1)C1=C(C=NC=C1)N (4-(6-methoxynaphthalen-2-yl)pyridin-3-ylamine), BrC1=CC(=C(OCCN2CCCCC2)C=C1)F (1-[2-(4-bromo-2-fluorophenoxy)ethyl]piperidine), FC=1C=C(C=CC1OCCN1CCCCC1)NC=1C=NC=CC1C1=CC2=CC=C(C=C2C=C1)OC ([3-fluoro-4-(2-piperidin-1-ylethoxy)phenyl][4-(6-methoxynaphthalen-2-yl)pyridin-3-yl]amine). Product: FC=1C=C(C=CC1OCCN1CCCCC1)NC=1C=NC=CC1C=1C=C2C=CC(=CC2=CC1)O (6-{3-[3-Fluoro-4-(2-piperidin-1-ylethoxy)phenylamino]pyridin-4-yl}naphthalen-2-ol). Isolated yield 74.5%. Reaction SMILES: COC1C=C2C(=CC=1)C=C(C1C=CN=CC=1N)C=C2.BrC1C=CC(OCCN2CCCCC2)=C(F)C=1.[F:37][C:38]1[CH:39]=[C:40]([NH:53][C:54]2[CH:55]=[N:56][CH:57]=[CH:58][C:59]=2[C:60]2[CH:69]=[CH:68][C:67]3[C:62](=[CH:63][CH:64]=[C:65]([O:70]C)[CH:66]=3)[CH:61]=2)[CH:41]=[CH:42][C:43]=1[O:44][CH2:45][CH2:46][N:47]1[CH2:52][CH2:51][CH2:50][CH2:49][CH2:48]1>>[F:37][C:38]1[CH:39]=[C:40]([NH:53][C:54]2[CH:55]=[N:56][CH:57]=[CH:58][C:59]=2[C:60]2[CH:61]=[C:62]3[C:67](=[CH:68][CH:69]=2)[CH:66]=[C:65]([OH:70])[CH:64]=[CH:63]3)[CH:41]=[CH:42][C:43]=1[O:44][CH2:45][CH2:46][N:47]1[CH2:48][CH2:49][CH2:50][CH2:51][CH2:52]1. Procedure details: Synthesized from 4-(6-methoxynaphthalen-2-yl)pyridin-3-ylamine and 1-[2-(4-bromo-2-fluorophenoxy)ethyl]piperidine according to an analogous synthetic method to Example 116, [3-fluoro-4-(2-piperidin-1-ylethoxy)phenyl][4-(6-methoxynaphthalen-2-yl)pyridin-3-yl]amine (343 mg) was used according to an analogous synthetic method to Example 111 to provide the title compound (248 mg). The reactants are BrC=1C=C2CN(C(C2=C(C1)C)=O)CC1=CC=C(C=C1)OC1=CC=CC=C1 (5-Bromo-7-methyl-2-(4-phenoxy-benzyl)-2,3-dihydro-isoindol-1-one), CC=1C=NC=C(C1)B(O)O (3-methylpyridine-5-boronic acid), C([O-])([O-])=O.[Na+].[Na+] (sodium carbonate). Reagents/catalysts: C=1C=CC(=CC1)[P](C=2C=CC=CC2)(C=3C=CC=CC3)[Pd]([P](C=4C=CC=CC4)(C=5C=CC=CC5)C=6C=CC=CC6)([P](C=7C=CC=CC7)(C=8C=CC=CC8)C=9C=CC=CC9)[P](C=1C=CC=CC1)(C=1C=CC=CC1)C=1C=CC=CC1 (Pd(PPh3)4). The solvent is COCCOC (DME). Reaction conditions: temperature 110 celsius, time 15 hour. Product: CC=1C=C(C=C2CN(C(C12)=O)CC1=CC=C(C=C1)OC1=CC=CC=C1)C=1C=NC=C(C1)C (7-Methyl-5-(5-methyl-pyridin-3-yl)-2-(4-phenoxy-benzyl)-2,3-dihydro-isoindol-1-one). Isolated yield 63.4%. Reaction SMILES: Br[C:2]1[CH:3]=[C:4]2[C:8](=[C:9]([CH3:11])[CH:10]=1)[C:7](=[O:12])[N:6]([CH2:13][C:14]1[CH:19]=[CH:18][C:17]([O:20][C:21]3[CH:26]=[CH:25][CH:24]=[CH:23][CH:22]=3)=[CH:16][CH:15]=1)[CH2:5]2.[CH3:27][C:28]1[CH:29]=[N:30][CH:31]=[C:32](B(O)O)[CH:33]=1.C(=O)([O-])[O-].[Na+].[Na+]>COCCOC.C1C=CC([P]([Pd]([P](C2C=CC=CC=2)(C2C=CC=CC=2)C2C=CC=CC=2)([P](C2C=CC=CC=2)(C2C=CC=CC=2)C2C=CC=CC=2)[P](C2C=CC=CC=2)(C2C=CC=CC=2)C2C=CC=CC=2)(C2C=CC=CC=2)C2C=CC=CC=2)=CC=1>[CH3:11][C:9]1[CH:10]=[C:2]([C:32]2[CH:31]=[N:30][CH:29]=[C:28]([CH3:27])[CH:33]=2)[CH:3]=[C:4]2[C:8]=1[C:7](=[O:12])[N:6]([CH2:13][C:14]1[CH:15]=[CH:16][C:17]([O:20][C:21]3[CH:22]=[CH:23][CH:24]=[CH:25][CH:26]=3)=[CH:18][CH:19]=1)[CH2:5]2 |f:2.3.4,^1:52,54,73,92|. Procedure details: 5-Bromo-7-methyl-2-(4-phenoxy-benzyl)-2,3-dihydro-isoindol-1-one (100.0 mg, 0.24 mmol), 3-methylpyridine-5-boronic acid (67.1 mg, 0.49 mmol), 2M sodium carbonate (1 mL) and Pd(PPh3)4 (37.0 mg, 0.045 mmol) were suspended in DME (1 mL), and the mixture was heated to 110° C. After 15 hours, the reaction mixture was cooled to room temperature. The cooled reaction mixture was partitioned between ethyl acetate and water. The aqueous phase was extracted with ethyl acetate and the combined organic phase...